This data is from the Open Reaction Database (ORD), a public repository of structured organic reaction records. The task is: describe an organic reaction: reactants, conditions, products, and yield Reactants: FC(C(C(=O)NC1=C(C=C(C=C1)N)O)(F)F)(C(F)(F)F)F (2-heptafluorobutanamido-5-aminophenol), N1=CC=CC=C1 (pyridine), C(C)#N (acetonitrile), C(C(=C)C)(=O)Cl (methacrylic chloride). Run in O (water). Product: FC(C(C(=O)NC1=C(C=C(C=C1)NC(C(=C)C)=O)O)(F)F)(C(F)(F)F)F (2-heptafluorobutanamido-5-methacrylamidophenol). The yield is 61.8%. RXN SMILES: [F:1][C:2]([F:21])([C:17]([F:20])([F:19])[F:18])[C:3]([F:16])([F:15])[C:4]([NH:6][C:7]1[CH:12]=[CH:11][C:10]([NH2:13])=[CH:9][C:8]=1[OH:14])=[O:5].N1C=CC=CC=1.C(#N)C.[C:31](Cl)(=[O:35])[C:32]([CH3:34])=[CH2:33]>O>[F:1][C:2]([F:21])([C:17]([F:18])([F:19])[F:20])[C:3]([F:16])([F:15])[C:4]([NH:6][C:7]1[CH:12]=[CH:11][C:10]([NH:13][C:31](=[O:35])[C:32]([CH3:34])=[CH2:33])=[CH:9][C:8]=1[OH:14])=[O:5]. Reported procedure: To 64 g (0.2 mol) of 2-heptafluorobutanamido-5-aminophenol were added 18 g (0.22 mol) of pyridine and 500 ml of acetonitrile and mixture was cooled with stirring. To the solution was added dropwise 23 g (0.22 mol) of methacrylic chloride. After the completion of the reaction, 500 ml of water was added to the reaction solution and the crystals thus deposited were collected and recrystallized from acetonitrile to obtain 48 g of Monomer Coupler (15). The reactants are N=C1NC(=O)C(Cc2ccc(N3CCC(=O)CC3)cc2)S1, NCC(O)COc1cccc2[nH]c(=O)[nH]c12. Yields the product N=C1NC(=O)C(Cc2ccc(N3CCC(NCC(O)COc4cccc5[nH]c(=O)[nH]c45)CC3)cc2)S1. Reaction SMILES: [NH:1]=[C:2]1[S:3][CH:4]([CH2:8][c:9]2[cH:10][cH:11][c:12]([N:15]3[CH2:16][CH2:17][C:18](=[O:21])[CH2:19][CH2:20]3)[cH:13][cH:14]2)[C:5](=[O:7])[NH:6]1.[OH:22][CH:23]([CH2:24][O:25][c:26]1[cH:27][cH:28][cH:29][c:30]2[nH:31][c:32](=[O:35])[nH:33][c:34]12)[CH2:36][NH2:37]>>[NH:1]=[C:2]1[S:3][CH:4]([CH2:8][c:9]2[cH:10][cH:11][c:12]([N:15]3[CH2:16][CH2:17][CH:18]([NH:37][CH2:36][CH:23]([OH:22])[CH2:24][O:25][c:26]4[cH:27][cH:28][cH:29][c:30]5[nH:31][c:32](=[O:35])[nH:33][c:34]45)[CH2:19][CH2:20]3)[cH:13][cH:14]2)[C:5](=[O:7])[NH:6]1. Procedure: The title compound was prepared in 46% yield from 5-fluoro-3-iodo-indazole and 1,1,1-trifluoro-3-iodopropane according to the general procedure for Preparation 10A. The minor isomer was not isolated or characterized. 1H NMR (400 MHz, CDCl3): δ 2.75-2.83 (2H, m), 4.60 (2H, t, J=7.2 Hz), 7.14 (1H, dd, J=2.0, 8.0 Hz), 7.26 (1H, td, J=2.4, 9.2 Hz), 7.34 (1H, dd, J=4.0, 9.2 Hz). Yield: 46.0%. Yields the product FC=1C=C2C(=NN(C2=CC1)CCC(F)(F)F)I (5-fluoro-3-iodo-1-(3,3,3-trifluoropropyl)-1H-indazole). As a reaction SMILES: [F:1][C:2]1[CH:3]=[C:4]2[C:8](=[CH:9][CH:10]=1)[NH:7][N:6]=[C:5]2[I:11].[F:12][C:13]([F:18])([F:17])[CH2:14][CH2:15]I>>[F:1][C:2]1[CH:3]=[C:4]2[C:8](=[CH:9][CH:10]=1)[N:7]([CH2:15][CH2:14][C:13]([F:18])([F:17])[F:12])[N:6]=[C:5]2[I:11]. Starting materials: FC=1C=C2C(=NNC2=CC1)I (5-fluoro-3-iodo-indazole), FC(CCI)(F)F (1,1,1-trifluoro-3-iodopropane), 10A. Reactants: CC(C)(C)c1ccc2c(c1)CCC2NC(=O)Nc1cccc2c1cnn2C(=O)OCCCO, ClCCl, CN(C)c1ccncc1, CC(C)N(C(C)C)P(OC(C)(C)C)OC(C)(C)C, OO, c1nnn[nH]1. Product: CC(C)(C)OP(=O)(OCCCOC(=O)n1ncc2c(NC(=O)NC3CCc4cc(C(C)(C)C)ccc43)cccc21)OC(C)(C)C. As a reaction SMILES: [C:1]([CH3:2])([CH3:3])([CH3:4])[c:5]1[cH:6][c:7]2[c:11]([cH:12][cH:13]1)[CH:10]([NH:14][C:15](=[O:16])[NH:17][c:18]1[c:19]3[cH:20][n:21][n:22]([C:27](=[O:28])[O:29][CH2:30][CH2:31][CH2:32][OH:33])[c:23]3[cH:24][cH:25][cH:26]1)[CH2:9][CH2:8]2.[CH2:68]([Cl:69])[Cl:70].[CH3:59][N:60]([CH3:61])[c:62]1[cH:63][cH:64][n:65][cH:66][cH:67]1.[CH:39]([N:40]([CH:41]([CH3:42])[CH3:54])[P:43]([O:44][C:45]([CH3:46])([CH3:47])[CH3:48])[O:49][C:50]([CH3:51])([CH3:52])[CH3:53])([CH3:55])[CH3:56].[OH:57][OH:58].[nH:34]1[cH:35][n:36][n:37][n:38]1>>[C:1]([CH3:2])([CH3:3])([CH3:4])[c:5]1[cH:6][c:7]2[c:11]([cH:12][cH:13]1)[CH:10]([NH:14][C:15](=[O:16])[NH:17][c:18]1[c:19]3[cH:20][n:21][n:22]([C:27](=[O:28])[O:29][CH2:30][CH2:31][CH2:32][O:33][P:43]([O:44][C:45]([CH3:46])([CH3:47])[CH3:48])([O:49][C:50]([CH3:51])([CH3:52])[CH3:53])=[O:57])[c:23]3[cH:24][cH:25][cH:26]1)[CH2:9][CH2:8]2. The reactants are CCO, Nc1ccccc1, CSc1ncc([N+](=O)[O-])c(O)n1. Product: O=[N+]([O-])c1cnc(Nc2ccccc2)nc1O. Reaction SMILES: [CH3:20][CH2:21][OH:22].[NH2:13][c:14]1[cH:15][cH:16][cH:17][cH:18][cH:19]1.[OH:1][c:2]1[n:3][c:4]([S:11][CH3:12])[n:5][cH:6][c:7]1[N+:8](=[O:9])[O-:10]>>[OH:1][c:2]1[n:3][c:4]([NH:13][c:14]2[cH:15][cH:16][cH:17][cH:18][cH:19]2)[n:5][cH:6][c:7]1[N+:8](=[O:9])[O-:10].